From a dataset of the Open Reaction Database (ORD), a public repository of structured organic reaction records. describe an organic reaction: reactants, conditions, products, and yield Reactants: Cl (HCl), C1(=CC=C(C=C1)C(=O)N1CCC(CC1)C(=O)OC)C1=CC=CC=C1 (methyl 1-(biphenyl-4-ylcarbonyl)piperidine-4-carboxylate), [OH-].[Na+] (sodium hydroxide), O (water). Run in O1CCCC1 (tetrahydrofuran). Reaction conditions: temperature 50 celsius. Yields the product C1(=CC=C(C=C1)C(=O)N1CCC(CC1)C(=O)O)C1=CC=CC=C1 (1-(biphenyl-4-ylcarbonyl)piperidine-4-carboxylic acid). The yield is 85.5%. RXN SMILES: [C:1]1([C:19]2[CH:24]=[CH:23][CH:22]=[CH:21][CH:20]=2)[CH:6]=[CH:5][C:4]([C:7]([N:9]2[CH2:14][CH2:13][CH:12]([C:15]([O:17]C)=[O:16])[CH2:11][CH2:10]2)=[O:8])=[CH:3][CH:2]=1.[OH-].[Na+].O.Cl>O1CCCC1>[C:1]1([C:19]2[CH:24]=[CH:23][CH:22]=[CH:21][CH:20]=2)[CH:2]=[CH:3][C:4]([C:7]([N:9]2[CH2:10][CH2:11][CH:12]([C:15]([OH:17])=[O:16])[CH2:13][CH2:14]2)=[O:8])=[CH:5][CH:6]=1 |f:1.2|. Reported procedure: A stirred mixture of methyl 1-(biphenyl-4-ylcarbonyl)piperidine-4-carboxylate (0.10 g, 0.31 mmol), sodium hydroxide (25 mg, 0.62 mmol), water (4 mL) and tetrahydrofuran (1 mL) is heated at 50° C. for 3 h. Solvents are removed under reduced pressure giving a residue. The residue is redissolved 1M aqueous HCl (4 mL) and extracted with EtOAc (3×4 mL). The organic layers are combined, dried (Na2SO4), filtered and concentrated under reduced pressure to give 82 mg (93%) of 1-(biphenyl-4-ylcarbonyl)pip... Reactants: CC(=O)Nc1cccc(Oc2cc(Nc3ccc4c(c3)CN(C(=O)OC(C)(C)C)CC4)c([N+](=O)[O-])cn2)c1, CO, [H][H]. Yields the product CC(=O)Nc1cccc(Oc2cc(Nc3ccc4c(c3)CN(C(=O)OC(C)(C)C)CC4)c(N)cn2)c1. RXN SMILES: [C:1]([CH3:2])([CH3:3])([CH3:4])[O:5][C:6](=[O:7])[N:8]1[CH2:9][c:10]2[cH:11][c:12]([NH:18][c:19]3[cH:20][c:21]([O:28][c:29]4[cH:30][c:31]([NH:35][C:36]([CH3:37])=[O:38])[cH:32][cH:33][cH:34]4)[n:22][cH:23][c:24]3[N+:25]([O-:26])=[O:27])[cH:13][cH:14][c:15]2[CH2:16][CH2:17]1.[CH3:41][OH:42].[H:39][H:40]>>[C:1]([CH3:2])([CH3:3])([CH3:4])[O:5][C:6](=[O:7])[N:8]1[CH2:9][c:10]2[cH:11][c:12]([NH:18][c:19]3[cH:20][c:21]([O:28][c:29]4[cH:30][c:31]([NH:35][C:36]([CH3:37])=[O:38])[cH:32][cH:33][cH:34]4)[n:22][cH:23][c:24]3[NH2:25])[cH:13][cH:14][c:15]2[CH2:16][CH2:17]1. Product: NCCC(O)c1cc(C=CC2(O)CCCCC2)ccc1F. RXN SMILES: [ClH:28].[F:1][C:2]([F:3])([F:4])[C:26]([NH:5][CH2:6][CH2:7][CH:8]([OH:9])[c:10]1[c:11]([F:25])[cH:12][cH:13][c:14]([CH:16]=[CH:17][C:18]2([OH:24])[CH2:19][CH2:20][CH2:21][CH2:22][CH2:23]2)[cH:15]1)=[O:27]>>[NH2:5][CH2:6][CH2:7][CH:8]([OH:9])[c:10]1[c:11]([F:25])[cH:12][cH:13][c:14]([CH:16]=[CH:17][C:18]2([OH:24])[CH2:19][CH2:20][CH2:21][CH2:22][CH2:23]2)[cH:15]1. Starting materials: Cl, O=C(NCCC(O)c1cc(C=CC2(O)CCCCC2)ccc1F)C(F)(F)F. The reactants are C(=O)([O-])[O-].[K+].[K+] (K2CO3), 1,1-bis(di-tert-butylphosphino) ferrocene palladium dichloride, N1(CCC1)C1=CC=C(C(=N1)CN1C(O[C@@H]([C@@H]1C)C1=CC(=CC(=C1)C(F)(F)F)C(F)(F)F)=O)C1=C(C=CC(=C1)B1OCC(CO1)(C)C)OC ((4S,5R)-3-({6-azetidin-1-yl-3-[5-(5,5-dimethyl-1,3,2-dioxaborinan-2-yl)-2-methoxyphenyl]pyridin-2-yl}methyl)-5-[3,5-bis(trifluoromethyl)phenyl]-4-methyl-1,3-oxazolidin-2-one), BrC1=C(C=C(S1)C(=O)OC)C (methyl 5-bromo-4-methyl-2-thiophene carboxylate), N#N (N2). Solvent: O (water), C1CCOC1 (THF). Run at temperature 25 celsius, time 8 hour. Product: N1(CCC1)C1=CC=C(C(=N1)CN1C(O[C@@H]([C@@H]1C)C1=CC(=CC(=C1)C(F)(F)F)C(F)(F)F)=O)C=1C=C(C=CC1OC)C1=C(C=C(S1)C(=O)OC)C (methyl 5-{3-[6-azetidin-1-yl-2-({(4S,5R)-5-[3,5-bis(trifluoromethyl)phenyl]-4-methyl-2-oxo-1,3-oxazolidin-3-yl}methyl)pyridin-3-yl]-4-methoxyphenyl}-4-methylthiophene-2-carboxylate). RXN SMILES: [N:1]1([C:5]2[N:10]=[C:9]([CH2:11][N:12]3[C@@H:16]([CH3:17])[C@@H:15]([C:18]4[CH:23]=[C:22]([C:24]([F:27])([F:26])[F:25])[CH:21]=[C:20]([C:28]([F:31])([F:30])[F:29])[CH:19]=4)[O:14][C:13]3=[O:32])[C:8]([C:33]3[CH:38]=[C:37](B4OCC(C)(C)CO4)[CH:36]=[CH:35][C:34]=3[O:47][CH3:48])=[CH:7][CH:6]=2)[CH2:4][CH2:3][CH2:2]1.Br[C:50]1[S:54][C:53]([C:55]([O:57][CH3:58])=[O:56])=[CH:52][C:51]=1[CH3:59].N#N.C([O-])([O-])=O.[K+].[K+]>C1COCC1.O>[N:1]1([C:5]2[N:10]=[C:9]([CH2:11][N:12]3[C@@H:16]([CH3:17])[C@@H:15]([C:18]4[CH:19]=[C:20]([C:28]([F:31])([F:30])[F:29])[CH:21]=[C:22]([C:24]([F:26])([F:25])[F:27])[CH:23]=4)[O:14][C:13]3=[O:32])[C:8]([C:33]3[CH:38]=[C:37]([C:50]4[S:54][C:53]([C:55]([O:57][CH3:58])=[O:56])=[CH:52][C:51]=4[CH3:59])[CH:36]=[CH:35][C:34]=3[O:47][CH3:48])=[CH:7][CH:6]=2)[CH2:4][CH2:3][CH2:2]1 |f:3.4.5|. Reported procedure: A solution of (4S,5R)-3-({6-azetidin-1-yl-3-[5-(5,5-dimethyl-1,3,2-dioxaborinan-2-yl)-2-methoxyphenyl]pyridin-2-yl}methyl)-5-[3,5-bis(trifluoromethyl)phenyl]-4-methyl-1,3-oxazolidin-2-one (27 mg, 0.040 mmol) and methyl 5-bromo-4-methyl-2-thiophene carboxylate (18.74 mg, 0.080 mmol) in THF (0.5 mL) was degassed with N2 at 25° C. 1N K2CO3 (0.5 mL) was added followed by 1,1-bis(di-tert-butylphosphino) ferrocene palladium dichloride (2.60 mg, 3.99 mmol) and the reaction was stirred vigorously at 25°... Reactants: CCCCCc1ccc(-c2ccc(O)c(F)c2F)cc1, CCCCCC1CCC(CI)CC1, CN(C)C=O, [K+], [K+], O=C([O-])[O-]. Yields the product CCCCCc1ccc(-c2ccc(OCC3CCC(CCCCC)CC3)c(F)c2F)cc1. RXN SMILES: [CH2:1]([CH2:2][CH2:3][CH2:4][CH3:5])[c:6]1[cH:7][cH:8][c:9](-[c:12]2[c:13]([F:20])[c:14]([F:19])[c:15]([OH:18])[cH:16][cH:17]2)[cH:10][cH:11]1.[CH2:21]([CH2:22][CH2:23][CH2:24][CH3:25])[CH:26]1[CH2:27][CH2:28][CH:29]([CH2:32][I:33])[CH2:30][CH2:31]1.[CH3:40][N:41]([CH3:42])[CH:43]=[O:44].[K+:34].[K+:35].[O-:36][C:37]([O-:38])=[O:39]>>[CH2:1]([CH2:2][CH2:3][CH2:4][CH3:5])[c:6]1[cH:7][cH:8][c:9](-[c:12]2[c:13]([F:20])[c:14]([F:19])[c:15]([O:18][CH2:32][CH:29]3[CH2:28][CH2:27][CH:26]([CH2:21][CH2:22][CH2:23][CH2:24][CH3:25])[CH2:31][CH2:30]3)[cH:16][cH:17]2)[cH:10][cH:11]1.